This data is from the Open Reaction Database (ORD), a public repository of structured organic reaction records. The task is: describe an organic reaction: reactants, conditions, products, and yield Starting materials: C(C)(C)[C@H]1[C@@H](C[C@@H](CC1)C)OCC(=O)OCC1CN(CC2C1O2)C(=O)OC(C)(C)C (tert-Butyl 3-((1R,2S,5R)-2-isopropyl-5-methyl-1-cyclohexyloxy)acetoxymethyl-4,5-epoxypiperidine-1-carboxylate), [OH-].[K+] (potassium hydroxide). The product is OCC1C(C(CNC1)O)O (5-hydroxymethyl-3,4-piperidinediol). Isolated yield 65.0%. Reaction SMILES: C([C@@H]1CC[C@@H](C)C[C@H]1OCC([O:15][CH2:16][CH:17]1[CH:22]2[O:23][CH:21]2[CH2:20][N:19](C(OC(C)(C)C)=O)[CH2:18]1)=O)(C)C.[OH-:31].[K+]>>[OH:15][CH2:16][CH:17]1[CH2:18][NH:19][CH2:20][CH:21]([OH:23])[CH:22]1[OH:31] |f:1.2|. Reported procedure: tert-Butyl 3-((1R,2S,5R)-2-isopropyl-5-methyl-1-cyclohexyloxy)acetoxymethyl-4,5-epoxypiperidine-1-carboxylate (0.25 g, 0.59 mmol) and 10% aqueous potassium hydroxide were refluxed for 3h. The reaction mixture was evaporated to dryness in vacuo and purified on a silica gel column (Eluent: isopropyl alkohol /26% ammonium hydroxide (3/1)) to give 5-hydroxymethyl-3,4-piperidinediol as an oil (Yield: 56 mg, 65%). Reactants: ClC1=C(C=C(C=C1)O)C(C(C(F)(F)F)(O)C=1C=CC2=C(N(C(CO2)=O)C)C1)C (6-[2-(2-Chloro-5-hydroxy-phenyl)-1-hydroxy-1-trifluoromethyl-propyl]-4-methyl-4H-benzo[1,4]oxazin-3-one), FC=1C=C(C#N)C=CC1F (3,4-difluorobenzonitrile), C([O-])([O-])=O.[Cs+].[Cs+] (cesium carbonate), O (water). Run in CN(C(C)=O)C (N,N-dimethylacetamide). Product: ClC1=C(C=C(OC2=C(C=C(C#N)C=C2)F)C=C1)C(C(=O)C=1C=CC2=C(N(C(CO2)=O)C)C1)C (4-{4-chloro-3-[1-methyl-2-(4-methyl-3-oxo-3,4-dihydro-2H-benzo[1,4]oxazin-6-yl)-2-oxo-ethyl]-phenoxy}-3-fluoro-benzonitrile). The yield is 82.3%. As a reaction SMILES: [Cl:1][C:2]1[CH:7]=[CH:6][C:5]([OH:8])=[CH:4][C:3]=1[CH:9]([CH3:28])[C:10]([C:16]1[CH:17]=[CH:18][C:19]2[O:24][CH2:23][C:22](=[O:25])[N:21]([CH3:26])[C:20]=2[CH:27]=1)([OH:15])C(F)(F)F.[F:29][C:30]1[CH:31]=[C:32]([CH:35]=[CH:36][C:37]=1F)[C:33]#[N:34].C(=O)([O-])[O-].[Cs+].[Cs+].O>CN(C)C(=O)C>[Cl:1][C:2]1[CH:7]=[CH:6][C:5]([O:8][C:37]2[CH:36]=[CH:35][C:32]([C:33]#[N:34])=[CH:31][C:30]=2[F:29])=[CH:4][C:3]=1[CH:9]([CH3:28])[C:10]([C:16]1[CH:17]=[CH:18][C:19]2[O:24][CH2:23][C:22](=[O:25])[N:21]([CH3:26])[C:20]=2[CH:27]=1)=[O:15] |f:2.3.4|. Procedure: To a solution of 6-[2-(2-chloro-5-hydroxy-phenyl)-1-hydroxy-1-trifluoromethyl-propyl]-4-methyl-4H-benzo[1,4]oxazin-3-one (Example 1, step 4, 100 mg) in N,N-dimethylacetamide (1.8 ml) were added 3,4-difluorobenzonitrile (41 mg) and cesium carbonate (235 mg). The mixture was heated under microwave conditions for 30 min to 120° C. After cooling to room temperature, water was added and the mixture was extracted with EtOAc. The organic phase was dried (MgSO4), filtered and concentrated to dryness. Th... Reactants: OC1=C2C(=NC(=N1)NC(C(C)C)=O)NN=C2CC(=O)OC (Methyl 2-[4-hydroxy-6-(2-methylpropanoylamino)pyrazolo[5,4-d]pyrimidinyl]acetate), methyl ester, aqueous solution, [OH-].[Na+] (sodium hydroxide). Solvent: O (water). Product: OC1=C2C(=NC(=N1)NC(C(C)C)=O)NN=C2CC(=O)O (2-[4-Hydroxy-6-(2-methylpropanoylamino)pyrazolo[5,4-d]pyrimidinyl]acetic acid). As a reaction SMILES: [OH:1][C:2]1[N:7]=[C:6]([NH:8][C:9](=[O:13])[CH:10]([CH3:12])[CH3:11])[N:5]=[C:4]2[NH:14][N:15]=[C:16]([CH2:17][C:18]([O:20]C)=[O:19])[C:3]=12.[OH-].[Na+]>O>[OH:1][C:2]1[N:7]=[C:6]([NH:8][C:9](=[O:13])[CH:10]([CH3:12])[CH3:11])[N:5]=[C:4]2[NH:14][N:15]=[C:16]([CH2:17][C:18]([OH:20])=[O:19])[C:3]=12 |f:1.2|. Procedure: Compound 17 (4.41 g; 15 mmole) is suspended in 25 ml water, and a 2N aqueous solution of sodium hydroxide is added drop-wise at 0° C., while maintaining the pH at 11, until the methyl ester is completely hydrolyzed. The reaction solution is then filtered, and the filtrate is brought to pH 3 using 2 M KHSO4 solution, then extracted with ethyl acetate. The aqueous phase is evaporated and the product (18) is purified by chromatography. The reactants are COC=1C=C(C=CC1)CCC(=O)O (3-(3-methoxyphenyl)propionic acid), COC=1C=CC(=CC1)P2(=S)SP(=S)(S2)C=3C=CC(=CC3)OC (Lawesson's reagent), C1CCC(CC1)N=C=NC2CCCCC2 (DCC), N1=CNC2=C1C=CC(=C2)C(=O)NN (benzimidazol-5-carbohydrazide). The product is COC=1C=C(CCC2=NN=C(S2)C2=CC3=C(NC=N3)C=C2)C=CC1 (5-(5-(3-Methoxyphenethyl)-1,3,4-thiadiazol-2-yl)-1H-benzo[d]imidazole). As a reaction SMILES: [CH3:1][O:2][C:3]1[CH:4]=[C:5]([CH2:9][CH2:10][C:11](O)=O)[CH:6]=[CH:7][CH:8]=1.C1CCC(N=C=NC2CCCCC2)CC1.[N:29]1[C:33]2[CH:34]=[CH:35][C:36]([C:38]([NH:40][NH2:41])=O)=[CH:37][C:32]=2[NH:31][CH:30]=1.COC1C=CC(P2(SP(C3C=CC(OC)=CC=3)(=S)S2)=[S:51])=CC=1>>[CH3:1][O:2][C:3]1[CH:4]=[C:5]([CH:6]=[CH:7][CH:8]=1)[CH2:9][CH2:10][C:11]1[S:51][C:38]([C:36]2[CH:35]=[CH:34][C:33]3[NH:29][CH:30]=[N:31][C:32]=3[CH:37]=2)=[N:40][N:41]=1. Procedure: The compound was synthesized starting from 3-(3-methoxyphenyl)propionic acid (181 mg; 1 mmol), DCC (206 mg; 1 mmol), benzimidazol-5-carbohydrazide (176 mg; 1 mmol) and Lawesson's reagent (606 mg; 1.5 mmol) as described in method 2; yield: 0.019 g (5.7%); MS m/z: 337.3 [M+H]+; 1H-NMR (DMSO d6, 400 MHz): δ 3.08 (t, 2H, 3J=7.5 Hz); 3.46 (t, 2H, 3J=7.5 Hz); 3.72 (s, 3H); 6.76-6.78 (m, 1H); 6.85-6.88 (m, 2H); 7.20 (t, 1H, 3J=7.9 Hz); 7.81 (d, 1H, 3J=8.7 Hz); 7.89 (dd, 1H, 4J=1.7 Hz, 3J=8.7 Hz); 8.20 ... Starting materials: FC1=CC=C2CCCC(C2=C1)C(=O)O (7-fluoro-1,2,3,4-tetrahydronaphthalene-1-carboxylic acid), CN(C1=CC=C(C=C1)CNC1=CC=C(C=C1)C(C)C)C ([(4-dimethylaminophenyl)methyl](4-isopropylphenyl)amine). The product is CN(C1=CC=C(C=C1)CN(C(=O)C1CCCC2=CC=C(C=C12)F)C1=CC=C(C=C1)C(C)C)C (N-[(4-dimethylaminophenyl)methyl]-7-fluoro-N-(4-isopropylphenyl)-1,2,3,4-tetrahydronaphthalene-1-carboxamide). The yield is 90.6%. RXN SMILES: [F:1][C:2]1[CH:11]=[C:10]2[C:5]([CH2:6][CH2:7][CH2:8][CH:9]2[C:12]([OH:14])=O)=[CH:4][CH:3]=1.[CH3:15][N:16]([CH3:34])[C:17]1[CH:22]=[CH:21][C:20]([CH2:23][NH:24][C:25]2[CH:30]=[CH:29][C:28]([CH:31]([CH3:33])[CH3:32])=[CH:27][CH:26]=2)=[CH:19][CH:18]=1>>[CH3:15][N:16]([CH3:34])[C:17]1[CH:18]=[CH:19][C:20]([CH2:23][N:24]([C:25]2[CH:30]=[CH:29][C:28]([CH:31]([CH3:32])[CH3:33])=[CH:27][CH:26]=2)[C:12]([CH:9]2[C:10]3[C:5](=[CH:4][CH:3]=[C:2]([F:1])[CH:11]=3)[CH2:6][CH2:7][CH2:8]2)=[O:14])=[CH:21][CH:22]=1. Procedure: By the reaction and treatment in the same manner as in Example 12 using 7-fluoro-1,2,3,4-tetrahydronaphthalene-1-carboxylic acid (0.41 g) and [(4-dimethylaminophenyl)methyl](4-isopropylphenyl)amine (0.57 g) as starting materials, N-[(4-dimethylaminophenyl)methyl]-7-fluoro-N-(4-isopropylphenyl)-1,2,3,4-tetrahydronaphthalene-1-carboxamide (0.85 g) was obtained. This compound was dissolved in ethyl acetate, and 4 mol/L-HCl/dioxane was added. The precipitated solid was collected by filtration to giv...